This data is from the Open Reaction Database (ORD), a public repository of structured organic reaction records. The task is: describe an organic reaction: reactants, conditions, products, and yield Reaction SMILES: [CH3:1][CH2:2][CH:3](O)[CH2:4][CH2:5][CH2:6][CH2:7][CH3:8].N1C(Cl)=NC(Cl)=NC=1[Cl:12]>>[Cl:12][CH:3]([CH2:4][CH2:5][CH2:6][CH2:7][CH3:8])[CH2:2][CH3:1]. Product: ClC(CC)CCCCC (3-chlorooctane). Starting materials: CCC(CCCCC)O (3-octanol), N1=C(Cl)N=C(Cl)N=C1Cl (cyanuric chloride). Procedure details: Using a procedure analogous to that of Example 1, 81 g (0.522 mol) of 3-octanol is reacted with 62.1 g (0.337 mol) of cyanuric chloride over a period of 9 hours at a reaction temperature of 70° C. The liquid reaction phase after extraction with sodium hydroxide has the following composition: Starting materials: O.O.[Sn](Cl)(Cl)(Cl)Cl (tin chloride dihydrate), Cl (hydrochloric acid), C(#N)C1=C(C(=C(NC1=S)C1=CC=C(C=C1)OC)C(=O)OCC)C1=C(C=CC=C1)[N+](=O)[O-] (ethyl 5-cyano-2-(4-methoxyphenyl)-4-(2-nitrophenyl)-6-thioxo-1,6-dihydropyridine-3-carboxylate), C(C)O (ethanol). Reaction conditions: time 4 hour. Product: ON1C(C=2C(=NC(=C(C2C2=C1C=CC=C2)C#N)SC)C2=CC=C(C=C2)OC)=O (6-hydroxy-4-(4-methoxyphenyl)-2-(methylthio)-5-oxo-5,6-dihydrobenzo[c][2,7]naphthyridine-1-carbonitrile). Yield: 80.0%. Reaction SMILES: O.O.[Sn](Cl)(Cl)(Cl)Cl.Cl.[C:9]([C:11]1[C:16](=[S:17])[NH:15][C:14]([C:18]2[CH:23]=[CH:22][C:21]([O:24][CH3:25])=[CH:20][CH:19]=2)=[C:13]([C:26]([O:28]CC)=O)[C:12]=1[C:31]1[CH:36]=[CH:35][CH:34]=[CH:33][C:32]=1[N+:37]([O-:39])=O)#[N:10].[CH2:40](O)C>>[OH:39][N:37]1[C:32]2[CH:33]=[CH:34][CH:35]=[CH:36][C:31]=2[C:12]2[C:11]([C:9]#[N:10])=[C:16]([S:17][CH3:40])[N:15]=[C:14]([C:18]3[CH:23]=[CH:22][C:21]([O:24][CH3:25])=[CH:20][CH:19]=3)[C:13]=2[C:26]1=[O:28] |f:0.1.2|. Procedure details: 12.05 g (53.4 mmol) of tin chloride dihydrate and 14 ml of concentrated hydrochloric acid are added to 4 g (8.9 mmol) of ethyl 5-cyano-2-(4-methoxyphenyl)-4-(2-nitrophenyl)-6-thioxo-1,6-dihydropyridine-3-carboxylate dissolved in 160 ml of ethanol. The reaction medium is carried at 65° C. for 4 hours. The precipitate obtained is filtered, rinsed with isopropanol and then dried to yield 2.78 g (80%) of 6-hydroxy-4-(4-methoxyphenyl)-2-(methylthio)-5-oxo-5,6-dihydrobenzo[c][2,7]naphthyridine-1-carbo... The reactants are C(C)(C)(C)OC(=O)NCCSCC(CCl)=O (1-(2-t-butyloxycarbonylaminoethylthio)-3-chloropropan-2-one), C(N)([S-])=S.[NH4+] (ammonium dithiocarbamate). Run in CO (methanol). The product is C(C)(C)(C)OC(=O)NCCSCC=1N=C(SC1)S (4-(2-t-Butyloxycarbonylaminoethylthiomethyl)-2-mercapto-1,3-thiazole). Reaction SMILES: [C:1]([O:5][C:6]([NH:8][CH2:9][CH2:10][S:11][CH2:12][C:13](=O)[CH2:14]Cl)=[O:7])([CH3:4])([CH3:3])[CH3:2].[C:17](=[S:20])([S-:19])[NH2:18].[NH4+]>CO>[C:1]([O:5][C:6]([NH:8][CH2:9][CH2:10][S:11][CH2:12][C:13]1[N:18]=[C:17]([SH:20])[S:19][CH:14]=1)=[O:7])([CH3:4])([CH3:3])[CH3:2] |f:1.2|. Reported procedure: To a stirred solution of 1-(2-t-butyloxycarbonylaminoethylthio)-3-chloropropan-2-one (11.47 g, 42.8 mmol) in methanol (50 mL) was added ammonium dithiocarbamate (4.73 g, 42.9 mmol) at room temperature. After 50 hours the reaction mixture was partitioned between ethyl acetate and water. Starting materials: BrC1=CC(=C(C=C1)NS(=O)(=O)C1=C(C2=C(S1)C=CC(=C2)F)C)C(F)(F)F (5-fluoro-3-methyl-benzo[b]thiophene-2-sulfonic acid(4-bromo-2-trifluoromethyl-phenyl)-amide), FC1=NC(=CC(=C1)B(O)O)F (2,6-difluoropyridine-4-boronic acid). The reagents and catalysts are C=1C=CC(=CC1)[P](C=2C=CC=CC2)(C=3C=CC=CC3)[Pd]([P](C=4C=CC=CC4)(C=5C=CC=CC5)C=6C=CC=CC6)([P](C=7C=CC=CC7)(C=8C=CC=CC8)C=9C=CC=CC9)[P](C=1C=CC=CC1)(C=1C=CC=CC1)C=1C=CC=CC1 (tetrakis(triphenylphosphine)palladium). Run in COCCOC (1,2-dimethoxyethane), C(C)O (ethanol), C([O-])([O-])=O.[Na+].[Na+] (sodium carbonate). Yields the product FC1=NC(=CC(=C1)C1=CC(=C(C=C1)NS(=O)(=O)C1=C(C2=C(S1)C=CC(=C2)F)C)C(F)(F)F)F (5-Fluoro-3-methyl-benzo[b]thiophene-2-sulfonic acid[4-(2,6-difluoro-pyridin-4-yl)-2-trifluoromethyl-phenyl]-amide). Yield: 42.7%. RXN SMILES: Br[C:2]1[CH:7]=[CH:6][C:5]([NH:8][S:9]([C:12]2[S:16][C:15]3[CH:17]=[CH:18][C:19]([F:21])=[CH:20][C:14]=3[C:13]=2[CH3:22])(=[O:11])=[O:10])=[C:4]([C:23]([F:26])([F:25])[F:24])[CH:3]=1.[F:27][C:28]1[CH:33]=[C:32](B(O)O)[CH:31]=[C:30]([F:37])[N:29]=1>COCCOC.C(O)C.C(=O)([O-])[O-].[Na+].[Na+].C1C=CC([P]([Pd]([P](C2C=CC=CC=2)(C2C=CC=CC=2)C2C=CC=CC=2)([P](C2C=CC=CC=2)(C2C=CC=CC=2)C2C=CC=CC=2)[P](C2C=CC=CC=2)(C2C=CC=CC=2)C2C=CC=CC=2)(C2C=CC=CC=2)C2C=CC=CC=2)=CC=1>[F:27][C:28]1[CH:33]=[C:32]([C:2]2[CH:7]=[CH:6][C:5]([NH:8][S:9]([C:12]3[S:16][C:15]4[CH:17]=[CH:18][C:19]([F:21])=[CH:20][C:14]=4[C:13]=3[CH3:22])(=[O:10])=[O:11])=[C:4]([C:23]([F:25])([F:26])[F:24])[CH:3]=2)[CH:31]=[C:30]([F:37])[N:29]=1 |f:4.5.6,^1:56,58,77,96|. Procedure: This compound was prepared in analogy to Example 2 starting from 5-fluoro-3-methyl-benzo[b]thiophene-2-sulfonic acid(4-bromo-2-trifluoromethyl-phenyl)-amide (0.12 g) and 2,6-difluoropyridine-4-boronic acid (0.063 g) in 1,2-dimethoxyethane (1.5 ml), ethanol (0.32 ml) and 2 M aqueous sodium carbonate solution (1.0 ml) with tetrakis(triphenylphosphine)palladium (0.055 g) to obtain the title compound (0.055 g) as a brownish solid. MS (ISP): 520.2 (M+NH4)+